Task: describe an organic reaction: reactants, conditions, products, and yield. Dataset: the Open Reaction Database (ORD), a public repository of structured organic reaction records The reactants are [BH4-], CC(C)CC(=O)C1CCN(C(=O)OC(C)(C)C)C1, CO, [Na+]. Yields the product CC(C)CC(O)C1CCN(C(=O)OC(C)(C)C)C1. As a reaction SMILES: [BH4-:1].[C:3]([CH3:4])([CH3:5])([CH3:6])[O:7][C:8](=[O:9])[N:10]1[CH2:11][CH:12]([C:15]([CH2:16][CH:17]([CH3:18])[CH3:19])=[O:20])[CH2:13][CH2:14]1.[CH3:21][OH:22].[Na+:2]>>[C:3]([CH3:4])([CH3:5])([CH3:6])[O:7][C:8](=[O:9])[N:10]1[CH2:11][CH:12]([CH:15]([CH2:16][CH:17]([CH3:18])[CH3:19])[OH:20])[CH2:13][CH2:14]1. Starting materials: CC1CNCCN1, CCOC(=O)c1cn(C2CC2)c2nc3c(F)c(F)c(F)cc3cc2c1=O. The product is CCOC(=O)c1cn(C2CC2)c2nc3c(F)c(N4CCNC(C)C4)c(F)cc3cc2c1=O. RXN SMILES: [CH3:27][CH:28]1[NH:29][CH2:30][CH2:31][NH:32][CH2:33]1.[CH:1]1([n:4]2[cH:5][c:6]([C:22](=[O:23])[O:24][CH2:25][CH3:26])[c:7](=[O:21])[c:8]3[cH:9][c:10]4[c:11]([n:12][c:13]23)[c:14]([F:20])[c:15]([F:19])[c:16]([F:18])[cH:17]4)[CH2:2][CH2:3]1>>[CH:1]1([n:4]2[cH:5][c:6]([C:22](=[O:23])[O:24][CH2:25][CH3:26])[c:7](=[O:21])[c:8]3[cH:9][c:10]4[c:11]([n:12][c:13]23)[c:14]([F:20])[c:15]([N:32]2[CH2:31][CH2:30][NH:29][CH:28]([CH3:27])[CH2:33]2)[c:16]([F:18])[cH:17]4)[CH2:2][CH2:3]1.